Dataset: the Open Reaction Database (ORD), a public repository of structured organic reaction records. Task: describe an organic reaction: reactants, conditions, products, and yield The reactants are O(Cl)Cl (oxychloride), C(C)(=O)[C@@]1([C@@H](O[C@@H]([C@]1(O)C(C)=O)COC(C)=O)N1C=NC=2C(=O)NC(N)=NC12)O (2',3',5'-O-triacetylguanosine). Run in CCN(CC)C=1C=CC=CC1 (diethylaniline). Yields the product ClC1=C2N=CN(C2=NC(=N1)N)[C@H]1[C@](O)([C@](O)([C@H](O1)COC(C)=O)C(C)=O)C(C)=O (6-chloro-2-amino-9-(2,3,5-O-triacetyl-β-D-ribofuranosyl)-9H-purine). The yield is 69.0%. Reaction SMILES: O(Cl)[Cl:2].[C:4]([C@@:7]1([OH:32])[C@:11]([C:13](=[O:15])[CH3:14])([OH:12])[C@@H:10]([CH2:16][O:17][C:18](=[O:20])[CH3:19])[O:9][C@H:8]1[N:21]1[C:31]2[N:30]=[C:28]([NH2:29])[NH:27][C:25](=O)[C:24]=2[N:23]=[CH:22]1)(=[O:6])[CH3:5]>CCN(C1C=CC=CC=1)CC>[Cl:2][C:25]1[N:27]=[C:28]([NH2:29])[N:30]=[C:31]2[C:24]=1[N:23]=[CH:22][N:21]2[C@@H:8]1[O:9][C@H:10]([CH2:16][O:17][C:18](=[O:20])[CH3:19])[C@@:11]([C:13](=[O:15])[CH3:14])([OH:12])[C@@:7]1([C:4](=[O:6])[CH3:5])[OH:32]. Reported procedure: 500 ml of acetic anhydride and 500 ml of pyridine were added to 45 g of guanosine, and the reaction mixture was stirred for 12 hours at room temperature. The precipitated crystalline was separated by filtration and washed with water. The filtrate was concentrated under reduced pressure, and the precipitated crystalline was obtained by filtration. The first and second crystals were put together to give 2',3',5'-O-triacetylguanosine (yield: 94.4%). (ii) 375 ml of phosphoruos oxychloride and 20 ml ... Reactants: COc1ccc(CCl)cc1[N+](=O)[O-], CC#N, CN(CCCNC=O)CCCNC=O. The product is COc1ccc(C[N+](C)(CCCNC=O)CCCNC=O)cc1[N+](=O)[O-], [Cl-]. As a reaction SMILES: [CH3:15][O:16][c:17]1[c:18]([N+:25](=[O:26])[O-:27])[cH:19][c:20]([CH2:21][Cl:22])[cH:23][cH:24]1.[CH3:28][C:29]#[N:30].[CH:1](=[O:2])[NH:3][CH2:4][CH2:5][CH2:6][N:7]([CH2:8][CH2:9][CH2:10][NH:11][CH:12]=[O:13])[CH3:14]>>[CH:1](=[O:2])[NH:3][CH2:4][CH2:5][CH2:6][N+:7]([CH2:8][CH2:9][CH2:10][NH:11][CH:12]=[O:13])([CH3:14])[CH2:21][c:20]1[cH:19][c:18]([N+:25](=[O:26])[O-:27])[c:17]([O:16][CH3:15])[cH:24][cH:23]1.[Cl-:22]. Reactants: O=C(n1ccnc1)n1ccnc1, C1CCOC1, CCOC(C)=O, OC1CN2CCC1CC2, COc1cccc(C(O)(C(=O)O)c2cccc(OC)c2)c1. The product is COc1cccc(C(O)(C(=O)OC2CN3CCC2CC3)c2cccc(OC)c2)c1. As a reaction SMILES: [C:22]([n:23]1[cH:24][cH:25][n:26][cH:27]1)([n:28]1[cH:29][cH:30][n:31][cH:32]1)=[O:33].[CH2:43]1[O:44][CH2:45][CH2:46][CH2:47]1.[CH3:48][CH2:49][O:50][C:51](=[O:52])[CH3:53].[N:34]12[CH2:35][CH:36]([OH:42])[CH:37]([CH2:38][CH2:39]1)[CH2:40][CH2:41]2.[OH:1][C:2]([C:3](=[O:4])[OH:5])([c:6]1[cH:7][c:8]([O:12][CH3:13])[cH:9][cH:10][cH:11]1)[c:14]1[cH:15][c:16]([O:20][CH3:21])[cH:17][cH:18][cH:19]1>>[OH:1][C:2]([C:3]([O:4][CH:36]1[CH2:35][N:34]2[CH2:39][CH2:38][CH:37]1[CH2:40][CH2:41]2)=[O:5])([c:6]1[cH:7][c:8]([O:12][CH3:13])[cH:9][cH:10][cH:11]1)[c:14]1[cH:15][c:16]([O:20][CH3:21])[cH:17][cH:18][cH:19]1. Starting materials: Cl.NC1=CC(=C(C(=O)NCCN(CC)CC)C=C1Cl)O (4-amino-5-chloro-N-[2-(diethylamino)ethyl]-2-hydroxybenzamide hydrochloride), C([O-])([O-])=O.[K+].[K+] (potassium carbonate), BrCC(C(C)C)=O (1-bromo-3-methyl-2-butanone), O (water). The solvent is CN(C)C=O (DMF). Conditions: time 20 hour. Yields the product NC1=CC(=C(C(=O)NCCN(CC)CC)C=C1Cl)OCC(C(C)C)=O (4-Amino-5-chloro-N-[2-(diethylamino)ethyl]-2-[(3-methyl)-butan-2-on-1-yl]oxybenzamide). Isolated yield 73.0%. As a reaction SMILES: Cl.[NH2:2][C:3]1[C:18]([Cl:19])=[CH:17][C:6]([C:7]([NH:9][CH2:10][CH2:11][N:12]([CH2:15][CH3:16])[CH2:13][CH3:14])=[O:8])=[C:5]([OH:20])[CH:4]=1.C(=O)([O-])[O-].[K+].[K+].O.Br[CH2:29][C:30](=[O:34])[CH:31]([CH3:33])[CH3:32]>CN(C=O)C>[NH2:2][C:3]1[C:18]([Cl:19])=[CH:17][C:6]([C:7]([NH:9][CH2:10][CH2:11][N:12]([CH2:13][CH3:14])[CH2:15][CH3:16])=[O:8])=[C:5]([O:20][CH2:29][C:30](=[O:34])[CH:31]([CH3:33])[CH3:32])[CH:4]=1 |f:0.1,2.3.4|. Procedure: A mixture of 4-amino-5-chloro-N-[2-(diethylamino)ethyl]-2-hydroxybenzamide hydrochloride (5.82 g, 18 mmoles), anhydrous potassium carbonate (12.48 g; 90 mmoles) in DMF (30 ml) and 1-bromo-3-methyl-2-butanone [4.5 g, 27 mmoles; prepared according to M. Gaudry and A. Marquet, Org. Syn. 55, 24 (1976)] was stirred for 20 hours under nitrogen. The mixture was poured into water (150 ml) and the solid collected, dried and crystallized from toluene to give the title compound (4.86 g, 73%), mp. 109°-110°... Reaction SMILES: [C:39](=[O:40])([O-:41])[O-:42].[CH3:34][O:35][NH2:36].[CH3:37][OH:38].[CH3:45][CH2:46][O:47][C:48](=[O:49])[CH3:50].[ClH:33].[K+:43].[K+:44].[OH:1][c:2]1[c:3]([CH3:32])[c:4]2[c:9]([c:10]([CH3:13])[c:11]1[CH3:12])[O:8][C:7]([CH3:14])([CH2:15][O:16][c:17]1[cH:18][cH:19][c:20]([CH2:21][CH:22]3[C:23](=[O:28])[NH:24][C:25](=[O:27])[S:26]3)[cH:29][cH:30]1)[CH2:6][C:5]2=[O:31]>>[OH:1][c:2]1[c:3]([CH3:32])[c:4]2[c:9]([c:10]([CH3:13])[c:11]1[CH3:12])[O:8][C:7]([CH3:14])([CH2:15][O:16][c:17]1[cH:18][cH:19][c:20]([CH2:21][CH:22]3[C:23](=[O:28])[NH:24][C:25](=[O:27])[S:26]3)[cH:29][cH:30]1)[CH2:6][C:5]2=[N:36][O:35][CH3:34]. Starting materials: O=C([O-])[O-], CON, CO, CCOC(C)=O, Cl, [K+], [K+], Cc1c(C)c2c(c(C)c1O)C(=O)CC(C)(COc1ccc(CC3SC(=O)NC3=O)cc1)O2. Product: CON=C1CC(C)(COc2ccc(CC3SC(=O)NC3=O)cc2)Oc2c(C)c(C)c(O)c(C)c21. The reactants are COC(=O)CCN(CCCCN1CCCCC1)Cc1ccc(CN(Cc2ncc[nH]2)Cc2nccn2C)cc1, Cl, O. RXN SMILES: [CH3:1][O:2][C:3]([CH2:4][CH2:5][N:6]([CH2:7][CH2:8][CH2:9][CH2:10][N:11]1[CH2:12][CH2:13][CH2:14][CH2:15][CH2:16]1)[CH2:17][c:18]1[cH:19][cH:20][c:21]([CH2:24][N:25]([CH2:26][c:27]2[n:28]([CH3:32])[cH:29][cH:30][n:31]2)[CH2:33][c:34]2[nH:35][cH:36][cH:37][n:38]2)[cH:22][cH:23]1)=[O:39].[ClH:40].[OH2:41]>>[O:2]=[C:3]([CH2:4][CH2:5][N:6]([CH2:7][CH2:8][CH2:9][CH2:10][N:11]1[CH2:12][CH2:13][CH2:14][CH2:15][CH2:16]1)[CH2:17][c:18]1[cH:19][cH:20][c:21]([CH2:24][N:25]([CH2:26][c:27]2[n:28]([CH3:32])[cH:29][cH:30][n:31]2)[CH2:33][c:34]2[n:35][cH:36][cH:37][nH:38]2)[cH:22][cH:23]1)[OH:39]. The product is Cn1ccnc1CN(Cc1ccc(CN(CCCCN2CCCCC2)CCC(=O)O)cc1)Cc1ncc[nH]1. Starting materials: OC1(c2ccc(F)cc2)CCC2CN(Cc3ccccc3)CCC2C1, CO, O=C[O-], [NH4+]. Product: OC1(c2ccc(F)cc2)CCC2CNCCC2C1. Reaction SMILES: [CH2:1]([c:2]1[cH:3][cH:4][cH:5][cH:6][cH:7]1)[N:8]1[CH2:9][CH:10]2[CH2:11][CH2:12][C:13]([OH:18])([c:19]3[cH:20][cH:21][c:22]([F:25])[cH:23][cH:24]3)[CH2:14][CH:15]2[CH2:16][CH2:17]1.[CH3:30][OH:31].[CH:26]([O-:27])=[O:28].[NH4+:29]>>[NH:8]1[CH2:9][CH:10]2[CH2:11][CH2:12][C:13]([OH:18])([c:19]3[cH:20][cH:21][c:22]([F:25])[cH:23][cH:24]3)[CH2:14][CH:15]2[CH2:16][CH2:17]1.